This data is from the Open Reaction Database (ORD), a public repository of structured organic reaction records. The task is: describe an organic reaction: reactants, conditions, products, and yield Starting materials: CCCCc1nn(CC(F)(F)F)c(CO)c1Cc1ccc2oc(-c3ccccc3-c3nnn[nH]3)c(Br)c2c1, C[N+]1([O-])CCOCC1, CC#N, CCC[N+](CCC)(CCC)CCC, ClCCl, O=[Ru](=O)(=O)[O-]. The product is CCCCc1nn(CC(F)(F)F)c(C=O)c1Cc1ccc2oc(-c3ccccc3-c3nnn[nH]3)c(Br)c2c1. Reaction SMILES: [Br:1][c:2]1[c:3](-[c:28]2[c:29](-[c:34]3[n:35][n:36][n:37][nH:38]3)[cH:30][cH:31][cH:32][cH:33]2)[o:4][c:5]2[c:6]1[cH:7][c:8]([CH2:11][c:12]1[c:13]([CH2:24][CH2:25][CH2:26][CH3:27])[n:14][n:15]([CH2:19][C:20]([F:21])([F:22])[F:23])[c:16]1[CH2:17][OH:18])[cH:9][cH:10]2.[CH3:39][N+:40]1([O-:41])[CH2:42][CH2:43][O:44][CH2:45][CH2:46]1.[CH3:47][C:48]#[N:49].[CH3:58][CH2:59][CH2:60][N+:61]([CH2:62][CH2:63][CH3:64])([CH2:65][CH2:66][CH3:67])[CH2:68][CH2:69][CH3:70].[Cl:50][CH2:51][Cl:52].[O-:53][Ru:54](=[O:55])(=[O:56])=[O:57]>>[Br:1][c:2]1[c:3](-[c:28]2[c:29](-[c:34]3[n:35][n:36][n:37][nH:38]3)[cH:30][cH:31][cH:32][cH:33]2)[o:4][c:5]2[c:6]1[cH:7][c:8]([CH2:11][c:12]1[c:13]([CH2:24][CH2:25][CH2:26][CH3:27])[n:14][n:15]([CH2:19][C:20]([F:21])([F:22])[F:23])[c:16]1[CH:17]=[O:18])[cH:9][cH:10]2. Starting materials: COC=1N=CC=C2C1NN=C2C2=CC=CC=C2 (7-methoxy-3-phenyl-1H-pyrazolo[3,4-c]pyridine), [H-].[Na+] (sodium hydride), [H-].[Na+] (Sodium hydride), BrCC1=CC=C(C=C1)S(=O)(=O)N (4-(bromomethyl)benzenesulfonamide), BrCC1=CC=C(C=C1)S(=O)(=O)N (4-(Bromomethyl)benzenesulfonamide), O (water). The solvent is C1CCOC1 (THF). Run at time 10 minute. The product is COC=1N=CC=C2C1N(N=C2C2=CC=CC=C2)CC2=CC=C(C=C2)S(=O)(=O)N (4-((7-methoxy-3-phenyl-1H-pyrazolo[3,4-c]pyridin-1-yl)methyl)benzenesulfonamide). The yield is 51.2%. Reaction SMILES: [CH3:1][O:2][C:3]1[N:4]=[CH:5][CH:6]=[C:7]2[C:11]([C:12]3[CH:17]=[CH:16][CH:15]=[CH:14][CH:13]=3)=[N:10][NH:9][C:8]=12.[H-].[Na+].Br[CH2:21][C:22]1[CH:27]=[CH:26][C:25]([S:28]([NH2:31])(=[O:30])=[O:29])=[CH:24][CH:23]=1.O>C1COCC1>[CH3:1][O:2][C:3]1[N:4]=[CH:5][CH:6]=[C:7]2[C:11]([C:12]3[CH:13]=[CH:14][CH:15]=[CH:16][CH:17]=3)=[N:10][N:9]([CH2:21][C:22]3[CH:23]=[CH:24][C:25]([S:28]([NH2:31])(=[O:30])=[O:29])=[CH:26][CH:27]=3)[C:8]=12 |f:1.2|. Procedure details: To a solution of 7-methoxy-3-phenyl-1H-pyrazolo[3,4-c]pyridine (193 mg) obtained in Step C of Example 10 in THF (30 mL) was added sodium hydride (60% dispersion in mineral oil, 70 mg) at room temperature, and the mixture was stirred at room temperature for 10 min. 4-(Bromomethyl)benzenesulfonamide (220 mg) was added thereto at room temperature, and the mixture was stirred at room temperature for 3 days, and then overnight at 60° C. Sodium hydride (60% dispersion in mineral oil, 70 mg) and 4-(bro... Starting materials: CCN(CC)S(F)(F)F, ClCCl, O=S(=O)(c1ccc(Cl)cc1)N(Cc1ccc(-c2ncco2)cc1F)C1CCCCC1CO. The product is O=S(=O)(c1ccc(Cl)cc1)N(Cc1ccc(-c2ncco2)cc1F)C1CCCCC1CF. Reaction SMILES: [CH2:1]([N:2]([S:3]([F:4])([F:5])[F:7])[CH2:6][CH3:8])[CH3:9].[CH2:42]([Cl:43])[Cl:44].[Cl:10][c:11]1[cH:12][cH:13][c:14]([S:17](=[O:18])(=[O:19])[N:20]([CH:21]2[CH:22]([CH2:27][OH:28])[CH2:23][CH2:24][CH2:25][CH2:26]2)[CH2:29][c:30]2[c:31]([F:41])[cH:32][c:33](-[c:36]3[o:37][cH:38][cH:39][n:40]3)[cH:34][cH:35]2)[cH:15][cH:16]1>>[F:7][CH2:27][CH:22]1[CH:21]([N:20]([S:17]([c:14]2[cH:13][cH:12][c:11]([Cl:10])[cH:16][cH:15]2)(=[O:18])=[O:19])[CH2:29][c:30]2[c:31]([F:41])[cH:32][c:33](-[c:36]3[o:37][cH:38][cH:39][n:40]3)[cH:34][cH:35]2)[CH2:26][CH2:25][CH2:24][CH2:23]1. The reactants are CC(=O)c1ccc(S(N)(=O)=O)cc1, CC(=O)OC(C)=O, CN(C)c1ccncc1, c1ccncc1. Yields the product CC(=O)NS(=O)(=O)c1ccc(C(C)=O)cc1. Reaction SMILES: [C:1]([CH3:2])(=[O:3])[c:4]1[cH:5][cH:6][c:7]([S:10](=[O:11])(=[O:12])[NH2:13])[cH:8][cH:9]1.[CH3:14][C:15](=[O:16])[O:17][C:18](=[O:19])[CH3:20].[CH3:21][N:22]([c:23]1[cH:24][cH:25][n:26][cH:27][cH:28]1)[CH3:29].[cH:30]1[cH:31][cH:32][n:33][cH:34][cH:35]1>>[C:1]([CH3:2])(=[O:3])[c:4]1[cH:5][cH:6][c:7]([S:10](=[O:11])(=[O:12])[NH:13][C:15]([CH3:14])=[O:16])[cH:8][cH:9]1. As a reaction SMILES: [CH2:37]1[O:38][CH2:39][CH2:40][CH2:41]1.[CH3:34][CH2:35][OH:36].[H:32][H:33].[c:1]1([CH:7]([CH3:8])[NH:9][c:10]2[n:11][cH:12][cH:13][c:14](-[n:16]3[cH:17][n:18][c:19]4[c:20]3[cH:21][cH:22][c:23](-[c:25]3[n:26][n:27][c:28]([Cl:31])[cH:29][cH:30]3)[cH:24]4)[n:15]2)[cH:2][cH:3][cH:4][cH:5][cH:6]1>>[c:1]1([CH:7]([CH3:8])[NH:9][c:10]2[n:11][cH:12][cH:13][c:14](-[n:16]3[cH:17][n:18][c:19]4[c:20]3[cH:21][cH:22][c:23](-[c:25]3[n:26][n:27][cH:28][cH:29][cH:30]3)[cH:24]4)[n:15]2)[cH:2][cH:3][cH:4][cH:5][cH:6]1. Yields the product CC(Nc1nccc(-n2cnc3cc(-c4cccnn4)ccc32)n1)c1ccccc1. Reactants: C1CCOC1, CCO, [H][H], CC(Nc1nccc(-n2cnc3cc(-c4ccc(Cl)nn4)ccc32)n1)c1ccccc1. Starting materials: CC#CCBr, COC(=O)c1nc(Br)[nH]c1C(=O)OC, O=C([O-])[O-], CN(C)C=O, [K+], [K+], [Na+], [Na+], O=S([O-])([O-])=S. The product is CC#CCn1c(Br)nc(C(=O)OC)c1C(=O)OC. Reaction SMILES: [Br:1][CH2:2][C:3]#[C:4][CH3:5].[Br:6][c:7]1[nH:8][c:9]([C:16](=[O:17])[O:18][CH3:19])[c:10]([C:12](=[O:13])[O:14][CH3:15])[n:11]1.[C:20](=[O:21])([O-:22])[O-:23].[CH3:33][N:34]([CH3:35])[CH:36]=[O:37].[K+:24].[K+:25].[Na+:31].[Na+:32].[S:26]([O-:27])([O-:28])(=[O:29])=[S:30]>>[CH2:2]([C:3]#[C:4][CH3:5])[n:11]1[c:7]([Br:6])[n:8][c:9]([C:16](=[O:17])[O:18][CH3:19])[c:10]1[C:12](=[O:13])[O:14][CH3:15]. Conditions: temperature 0 celsius, time 20 minute. Procedure details: A 40 mL scintillation vial was charged with 1,1-dioxo-isothiazolidine (115 mg, 0.949 mmol) and DMF (3 mL). The reaction mixture was cooled to 0° C. and sodium hydride (95 mg, 2.373 mmol) was added. The reaction was left to stir at room temperature for 20 min followed by the addition of 3-bromo-5-(chloromethyl)pyridine hydrochloride (277 mg, 1.139 mmol). The reaction was stirred at room temperature for 3 h, then quenched with water and extracted with ethyl acetate. The organic layer was washed wi... The product is BrC=1C=NC=C(C1)CN1S(CCC1)(=O)=O (3-bromo-5-(1,1-dioxo-isothiazolidin-2-ylmethyl)-pyridine). As a reaction SMILES: [O:1]=[S:2]1(=[O:7])[CH2:6][CH2:5][CH2:4][NH:3]1.[H-].[Na+].Cl.[Br:11][C:12]1[CH:13]=[N:14][CH:15]=[C:16]([CH2:18]Cl)[CH:17]=1>CN(C=O)C>[Br:11][C:12]1[CH:13]=[N:14][CH:15]=[C:16]([CH2:18][N:3]2[CH2:4][CH2:5][CH2:6][S:2]2(=[O:7])=[O:1])[CH:17]=1 |f:1.2,3.4|. The solvent is CN(C)C=O (DMF). The reactants are [H-].[Na+] (sodium hydride), O=S1(NCCC1)=O (1,1-dioxo-isothiazolidine), Cl.BrC=1C=NC=C(C1)CCl (3-bromo-5-(chloromethyl)pyridine hydrochloride).